Task: describe an organic reaction: reactants, conditions, products, and yield. Dataset: the Open Reaction Database (ORD), a public repository of structured organic reaction records Starting materials: C1(=CC=CC=C1)C#CCC/C=C/C(=O)OCC (ethyl 7-phenylhept-2E-en-6-ynoate), [OH-].[K+] (KOH). The solvent is CO (methanol), O (water), O (water). Conditions: temperature 50 celsius, time 40 minute. Yields the product C1(=CC=CC=C1)C#CCC/C=C/C(=O)O (7-phenylhept-2E-en-6-ynoic acid). Isolated yield 91.2%. Reaction SMILES: [C:1]1([C:7]#[C:8][CH2:9][CH2:10]/[CH:11]=[CH:12]/[C:13]([O:15]CC)=[O:14])[CH:6]=[CH:5][CH:4]=[CH:3][CH:2]=1.[OH-].[K+]>CO.O>[C:1]1([C:7]#[C:8][CH2:9][CH2:10]/[CH:11]=[CH:12]/[C:13]([OH:15])=[O:14])[CH:6]=[CH:5][CH:4]=[CH:3][CH:2]=1 |f:1.2|. Procedure: To a solution of ethyl 7-phenylhept-2E-en-6-ynoate (2.5 g) in methanol was added KOH (2.6 g) in water (6 ml). The mixture was stirred at 50° C. under a nitrogen atmosphere for 40 minutes, cooled, diluted with water (20 ml) and washed with ether (15 ml). The aqueous layer was acidified with 10% HCl and extracted with ether. The ether extracts were combined and dried over MgSO4, and the solvent was distilled off (adding dry benzene (4 ml) to form azeotrope with traces of water) to give 7-phenylhep... The reactants are CCCCNc1cc(C(F)(F)F)ccc1C=CC(=O)O, Cl, CC(N)c1cc(F)c(NS(C)(=O)=O)c(F)c1. Yields the product CCCCNc1cc(C(F)(F)F)ccc1C=CC(=O)NC(C)c1cc(F)c(NS(C)(=O)=O)c(F)c1. As a reaction SMILES: [CH2:18]([CH2:19][CH2:20][CH3:21])[NH:22][c:23]1[c:24]([CH:33]=[CH:34][C:35](=[O:36])[OH:37])[cH:25][cH:26][c:27]([C:29]([F:30])([F:31])[F:32])[cH:28]1.[ClH:17].[NH2:1][CH:2]([CH3:3])[c:4]1[cH:5][c:6]([F:16])[c:7]([NH:11][S:12](=[O:13])(=[O:14])[CH3:15])[c:8]([F:10])[cH:9]1>>[NH:1]([CH:2]([CH3:3])[c:4]1[cH:5][c:6]([F:16])[c:7]([NH:11][S:12](=[O:13])(=[O:14])[CH3:15])[c:8]([F:10])[cH:9]1)[C:35]([CH:34]=[CH:33][c:24]1[c:23]([NH:22][CH2:18][CH2:19][CH2:20][CH3:21])[cH:28][c:27]([C:29]([F:30])([F:31])[F:32])[cH:26][cH:25]1)=[O:36]. Reactants: COC1=CC=C(C=C1)C1=NC=C2N1CNC=1C=CC=CC21 (3-(4-methoxyphenyl)-5,6-dihydroimidazo[1,5-c]quinazoline), C(C)(C)N(CC)C(C)C (diisopropylethylamine), C(C)(=O)Cl (acetyl chloride). Solvent: C1CCOC1 (THF). Reaction conditions: time 5 hour. Product: COC1=CC=C(C=C1)C1=NC=C2N1CN(C=1C=CC=CC21)C(C)=O (3-(4-methoxyphenyl)-5,6-dihydro-6-acetylimidazo[1,5-c]-quinazoline). Reaction SMILES: [CH3:1][O:2][C:3]1[CH:8]=[CH:7][C:6]([C:9]2[N:13]3[CH2:14][NH:15][C:16]4[CH:17]=[CH:18][CH:19]=[CH:20][C:21]=4[C:12]3=[CH:11][N:10]=2)=[CH:5][CH:4]=1.C(N(C(C)C)CC)(C)C.[C:31](Cl)(=[O:33])[CH3:32]>C1COCC1>[CH3:1][O:2][C:3]1[CH:8]=[CH:7][C:6]([C:9]2[N:13]3[CH2:14][N:15]([C:31](=[O:33])[CH3:32])[C:16]4[CH:17]=[CH:18][CH:19]=[CH:20][C:21]=4[C:12]3=[CH:11][N:10]=2)=[CH:5][CH:4]=1. Procedure: To a mixture of 3-(4-methoxyphenyl)-5,6-dihydroimidazo[1,5-c]quinazoline (100 mg) and diisopropylethylamine (50 ml) in THF (20 ml) is added acetyl chloride (50 ml) and the mixture stirred at RT for 5 hours. The reaction is extracted with ethyl acetate (200 ml), the solvent evaporated, and the residue is purified by preparative-plate chromatography (75% ethyl acetate/hexane) to afford 3-(4-methoxyphenyl)-5,6-dihydro-6-acetylimidazo[1,5-c]-quinazoline (Compound 49) as a light yellow solid . m.p. 8... Starting materials: CCOC(=O)C=Cc1ccc(CO)cc1, CCO, [H][H]. Yields the product CCOC(=O)CCc1ccc(CO)cc1. As a reaction SMILES: [CH2:1]([CH3:2])[O:3][C:4]([CH:5]=[CH:6][c:7]1[cH:8][cH:9][c:10]([CH2:13][OH:14])[cH:11][cH:12]1)=[O:15].[CH3:18][CH2:19][OH:20].[H:16][H:17]>>[CH2:1]([CH3:2])[O:3][C:4]([CH2:5][CH2:6][c:7]1[cH:8][cH:9][c:10]([CH2:13][OH:14])[cH:11][cH:12]1)=[O:15]. The reactants are ClCCCBr, O=C([O-])[O-], COc1cc(C=CC(=O)NC2CCC(C)CC2)ccc1O, CC(=O)CC(C)C, [K+], [K+]. The product is COc1cc(C=CC(=O)NC2CCC(C)CC2)ccc1OCCCCl. Reaction SMILES: [Br:28][CH2:29][CH2:30][CH2:31][Cl:32].[C:22](=[O:23])([O-:24])[O-:25].[CH3:1][CH:2]1[CH2:3][CH2:4][CH:5]([NH:8][C:9]([CH:10]=[CH:11][c:12]2[cH:13][c:14]([O:19][CH3:20])[c:15]([OH:18])[cH:16][cH:17]2)=[O:21])[CH2:6][CH2:7]1.[CH3:33][C:34]([CH2:35][CH:36]([CH3:37])[CH3:38])=[O:39].[K+:26].[K+:27]>>[CH3:1][CH:2]1[CH2:3][CH2:4][CH:5]([NH:8][C:9]([CH:10]=[CH:11][c:12]2[cH:13][c:14]([O:19][CH3:20])[c:15]([O:18][CH2:29][CH2:30][CH2:31][Cl:32])[cH:16][cH:17]2)=[O:21])[CH2:6][CH2:7]1. Reactants: C(C1=CC=CC=C1)NC1=C(C(=O)N2N=C(C3=CC=CC=C23)O)C=CC=C1 (1(o-benzylaminobenzoyl)-1H-indazol-3-ol). Reagents/catalysts: [Pd] (Pd/C). The solvent is CCO (EtOH). Reaction conditions: time 16 hour. Product: NC1=C(C(=O)N2N=C(C3=CC=CC=C23)O)C=CC=C1 (1-(o-Aminobenzoyl)-1H-indazol-3-ol). Isolated yield 66.7%. Reaction SMILES: C([NH:8][C:9]1[CH:26]=[CH:25][CH:24]=[CH:23][C:10]=1[C:11]([N:13]1[C:21]2[C:16](=[CH:17][CH:18]=[CH:19][CH:20]=2)[C:15]([OH:22])=[N:14]1)=[O:12])C1C=CC=CC=1>CCO.[Pd]>[NH2:8][C:9]1[CH:26]=[CH:25][CH:24]=[CH:23][C:10]=1[C:11]([N:13]1[C:21]2[C:16](=[CH:17][CH:18]=[CH:19][CH:20]=2)[C:15]([OH:22])=[N:14]1)=[O:12]. Procedure details: To 4.2 g. of 1(o-benzylaminobenzoyl)-1H-indazol-3-ol dissolved in 1 liter of absolute EtOH was added 1.4 g of 10% Pd/C and the mixture was hydrogenated in a Paar apparatus for 16 hrs. The catalyst was then filtered off, washed well with EtOH, and the filtrate evaporated to afford 2.3 g. of a yellow-green solid. Recrystallization from aqueous. EtOH afforded the desired amine as a light yellow solid in 66.7% yield; m.p. 181°-183° C. The reactants are Cl.CN(C)CC1C(CCC(C1)O)(O)C1=CC(=CC=C1)OC (2-dimethylaminomethyl-1-(3-methoxyphenyl)-cyclohexane-1,4-diol hydrochloride), FC1=CC=C(CBr)C=C1 (4-fluorobenzylbromide), FC1=CC=C(COC2(C(CC(CC2)OCC2=CC=C(C=C2)F)CN(C)C)C2=CC(=CC=C2)OC)C=C1 ((2,5-bis-(4-fluorobenzyloxy)-2-(3-methoxyphenyl)-cyclohexylmethyl]-dimethylamine). Product: Cl.FC1=CC=C(COC2(C(CC(CC2)OCC2=CC=C(C=C2)F)CN(C)C)C2=CC(=CC=C2)OC)C=C1 ((2,5-bis-(4-fluorobenzyloxy)-2-(3-methoxyphenyl)-cyclohexylmethyl]-dimethylamine Hydrochloride). Reaction SMILES: [ClH:1].CN(CC1CC(O)CCC1(C1C=CC=C(OC)C=1)O)C.FC1C=CC(CBr)=CC=1.[F:31][C:32]1[CH:66]=[CH:65][C:35]([CH2:36][O:37][C:38]2([C:57]3[CH:62]=[CH:61][CH:60]=[C:59]([O:63][CH3:64])[CH:58]=3)[CH2:43][CH2:42][CH:41]([O:44][CH2:45][C:46]3[CH:51]=[CH:50][C:49]([F:52])=[CH:48][CH:47]=3)[CH2:40][CH:39]2[CH2:53][N:54]([CH3:56])[CH3:55])=[CH:34][CH:33]=1>>[ClH:1].[F:31][C:32]1[CH:33]=[CH:34][C:35]([CH2:36][O:37][C:38]2([C:57]3[CH:62]=[CH:61][CH:60]=[C:59]([O:63][CH3:64])[CH:58]=3)[CH2:43][CH2:42][CH:41]([O:44][CH2:45][C:46]3[CH:51]=[CH:50][C:49]([F:52])=[CH:48][CH:47]=3)[CH2:40][CH:39]2[CH2:53][N:54]([CH3:55])[CH3:56])=[CH:65][CH:66]=1 |f:0.1,4.5|. Procedure details: When reacting 2-dimethylaminomethyl-1-(3-methoxyphenyl)-cyclohexane-1,4-diol hydrochloride with 4-fluorobenzylbromide in accordance with AAV 7, (2,5-bis-(4-fluorobenzyloxy)-2-(3-methoxyphenyl)-cyclohexylmethyl]-dimethylamine was also obtained as a secondary product after chromatographic purification on silica gel, which was converted into the corresponding hydrochloride in the same way as in AAV 1.